This data is from the Open Reaction Database (ORD), a public repository of structured organic reaction records. The task is: describe an organic reaction: reactants, conditions, products, and yield The reactants are CC(=O)O (HOAc), Cl (HCl), C(=O)(OCC1=CC=CC=C1)NC(NCCC[C@H](NC(C(C1=CC=CC=C1)C1=CC=CC=C1)=O)C(=O)N[C@H](C)C1=CC=C(C=C1)OC)=NC(=O)OCC1=CC=CC=C1 ((R)-Nω,Nω '-bis(Cbz)-N2 -(diphenylacetyl)-(S)-N-[1-(4-methoxyphenyl)ethyl]-arginine amide). Reagents/catalysts: [Pd] (Pd/C). Solvent: CO (MeOH). Product: Cl.C1(=CC=CC=C1)C(C(=O)N[C@@H](CCCNC(N)=N)C(=O)N[C@H](C)C1=CC=C(C=C1)OC)C1=CC=CC=C1 ((R)-N2 -(Diphenylacetyl)-(S)-N-[1-(4-methoxyphenyl)ethyl]arginine amide hydrochloride). Reaction SMILES: C([NH:11][C:12](=[N:47]C(OCC1C=CC=CC=1)=O)[NH:13][CH2:14][CH2:15][CH2:16][C@@H:17]([C:34]([NH:36][C@@H:37]([C:39]1[CH:44]=[CH:43][C:42]([O:45][CH3:46])=[CH:41][CH:40]=1)[CH3:38])=[O:35])[NH:18][C:19](=[O:33])[CH:20]([C:27]1[CH:32]=[CH:31][CH:30]=[CH:29][CH:28]=1)[C:21]1[CH:26]=[CH:25][CH:24]=[CH:23][CH:22]=1)(OCC1C=CC=CC=1)=O.CC(O)=O.[ClH:62]>[Pd].CO>[ClH:62].[C:21]1([CH:20]([C:27]2[CH:32]=[CH:31][CH:30]=[CH:29][CH:28]=2)[C:19]([NH:18][C@H:17]([C:34]([NH:36][C@@H:37]([C:39]2[CH:44]=[CH:43][C:42]([O:45][CH3:46])=[CH:41][CH:40]=2)[CH3:38])=[O:35])[CH2:16][CH2:15][CH2:14][NH:13][C:12](=[NH:11])[NH2:47])=[O:33])[CH:26]=[CH:25][CH:24]=[CH:23][CH:22]=1 |f:5.6|. Reported procedure: Prepared according to the method described in Example 1(g) above from (R)-Nω,Nω '-bis(Cbz)-N2 -(diphenylacetyl)-(S)-N-[1-(4-methoxyphenyl)ethyl]-arginine amide (2.8 g; from step (e) above), 10% Pd/C (1.5 g), and, instead of HOAc, MeOH (225 mL) and concentrated HCl (21 mL) under hydrogen, 18 hours reaction time, which gave the crude product (1.8 g). Crystallization from MeOH:diethyl ether then from isopropanol:diethyl ether afforded the sub-title compound as a white solid (0.75 g). The reactants are Cl (HCl), ClCCC(=O)Cl (3-chloropropionyl chloride), CC(=O)C (acetone), NC1=CC=CC=C1 (aniline), CC(=O)C (acetone). Solvent: O (water). Yields the product ClCCC(=O)NC1=CC=CC=C1 (3-Chloro-N-phenylpropionamide). Reaction SMILES: [Cl:1][CH2:2][CH2:3][C:4](Cl)=[O:5].CC(C)=O.[NH2:11][C:12]1[CH:17]=[CH:16][CH:15]=[CH:14][CH:13]=1.Cl>O>[Cl:1][CH2:2][CH2:3][C:4]([NH:11][C:12]1[CH:17]=[CH:16][CH:15]=[CH:14][CH:13]=1)=[O:5]. Reported procedure: A mixture of 3-chloropropionyl chloride (300 ml) and acetone (600 ml) is added dropwise to a refluxing mixture of aniline (575 ml) and acetone (600 ml). The reaction mixture is refluxed for one hour, cooled in an ice bath, and poured into a mixture of 6N HCl (500 ml) and water (3.5 l). The resulting solid is filtered, washed with water, and dried, yielding the desired product, M.P. 114°-115.5° C. Starting materials: C(Cl)(Cl)Cl (chloroform), ClC1=C(C=C(C=C1)S(=O)(=O)Cl)[N+](=O)[O-] (4-chloro-3-nitrobenzenesulfonyl chloride), C(Cl)(Cl)Cl (chloroform), CNCCCCCCCCCCCCCCCCCC (methyloctadecylamine). Run in C(C)N(CC)CC (triethylamine). Conditions: temperature 0 celsius, time 1 hour. The product is ClC1=C(C=C(C=C1)S(=O)(=O)N(CCCCCCCCCCCCCCCCCC)C)[N+](=O)[O-] (4-chloro-3-nitro-N-methyl-N-octadecylbenzenesulfonamide). As a reaction SMILES: C(Cl)(Cl)Cl.[Cl:5][C:6]1[CH:11]=[CH:10][C:9]([S:12](Cl)(=[O:14])=[O:13])=[CH:8][C:7]=1[N+:16]([O-:18])=[O:17].[CH3:19][NH:20][CH2:21][CH2:22][CH2:23][CH2:24][CH2:25][CH2:26][CH2:27][CH2:28][CH2:29][CH2:30][CH2:31][CH2:32][CH2:33][CH2:34][CH2:35][CH2:36][CH2:37][CH3:38]>C(N(CC)CC)C>[Cl:5][C:6]1[CH:11]=[CH:10][C:9]([S:12]([N:20]([CH3:19])[CH2:21][CH2:22][CH2:23][CH2:24][CH2:25][CH2:26][CH2:27][CH2:28][CH2:29][CH2:30][CH2:31][CH2:32][CH2:33][CH2:34][CH2:35][CH2:36][CH2:37][CH3:38])(=[O:14])=[O:13])=[CH:8][C:7]=1[N+:16]([O-:18])=[O:17]. Procedure details: 300 ml of chloroform was added to 100 g of 4-chloro-3-nitrobenzenesulfonyl chloride. The solution was then cooled to a temperature of 0° C. A chloroform solution of 84.3 g of methyloctadecylamine was added dropwise to the solution. 39.5 g of triethylamine was then added dropwise to the solution while the temperature thereof was kept at 0° to 10° C. The solution was stirred at room temperature for 1 hour. Chloroform was removed from the solution under reduced pressure. 500 ml of methanol was adde... Starting materials: COC(=O)c1cc(Cl)ccc1NC(=O)COCC(=O)O, Nc1cccc(OCc2ccco2)c1. Yields the product COC(=O)c1cc(Cl)ccc1NC(=O)COCC(=O)Nc1cccc(OCc2ccco2)c1. As a reaction SMILES: [Cl:15][c:16]1[cH:17][c:18]([C:31](=[O:32])[O:33][CH3:34])[c:19]([NH:22][C:23]([CH2:24][O:25][CH2:26][C:27](=[O:28])[OH:29])=[O:30])[cH:20][cH:21]1.[o:1]1[c:2]([CH2:6][O:7][c:8]2[cH:9][c:10]([NH2:11])[cH:12][cH:13][cH:14]2)[cH:3][cH:4][cH:5]1>>[o:1]1[c:2]([CH2:6][O:7][c:8]2[cH:9][c:10]([NH:11][C:27]([CH2:26][O:25][CH2:24][C:23]([NH:22][c:19]3[c:18]([C:31](=[O:32])[O:33][CH3:34])[cH:17][c:16]([Cl:15])[cH:21][cH:20]3)=[O:30])=[O:28])[cH:12][cH:13][cH:14]2)[cH:3][cH:4][cH:5]1. Reactants: NaBH (OAc)3, CO (methanol), N1CCOCC1 (Morpholine), S1C=NC2=C1C=C(C=C2)N2C(N(CC2)C=2C=NC=CC2C=O)=O (3-(3-Benzothiazol-6-yl-2-oxo-imidazolidin-1-yl)-pyridine-4-carbaldehyde). The solvent is C(C)(=O)O (acetic acid), C(Cl)(Cl)Cl (chloroform). Reaction conditions: time 4 hour. The product is S1C=NC2=C1C=C(C=C2)N2C(N(CC2)C=2C=NC=CC2CN2CCOCC2)=O (1-Benzothiazol-6-yl-3-(4-morpholin-4-ylmethyl-pyridin-3-yl)-imidazolidin-2-one). Yield: 20.5%. RXN SMILES: [NH:1]1[CH2:6][CH2:5][O:4][CH2:3][CH2:2]1.[S:7]1[C:11]2[CH:12]=[C:13]([N:16]3[CH2:20][CH2:19][N:18]([C:21]4[CH:22]=[N:23][CH:24]=[CH:25][C:26]=4[CH:27]=O)[C:17]3=[O:29])[CH:14]=[CH:15][C:10]=2[N:9]=[CH:8]1.CO>C(O)(=O)C.C(Cl)(Cl)Cl>[S:7]1[C:11]2[CH:12]=[C:13]([N:16]3[CH2:20][CH2:19][N:18]([C:21]4[CH:22]=[N:23][CH:24]=[CH:25][C:26]=4[CH2:27][N:1]4[CH2:6][CH2:5][O:4][CH2:3][CH2:2]4)[C:17]3=[O:29])[CH:14]=[CH:15][C:10]=2[N:9]=[CH:8]1. Procedure: Morpholine (0.032 mL, 0.3699 mmol) was added to a stirred solution of 3-(3-Benzothiazol-6-yl-2-oxo-imidazolidin-1-yl)-pyridine-4-carbaldehyde (I-177b: 100 mg, 0.3082 mmol) in acetic acid (2 mL) and stirred at room temperature for 4 hours. This was followed by the addition of NaBH (OAc)3 (98 mg, 0.4624 mmol). The resulting reaction mass was stirred at room temperature for 24 hours. The reaction was monitored by TLC (10% methanol in chloroform). The reaction mixture was concentrated under reduced ... Reactants: Cl (hydrogen chloride), O1CCOCC1 (1,4-dioxane), N(=[N+]=[N-])CC(C1=CC=C(C=C1)Br)C1CCN(CC1)C(=O)OC(C)(C)C (tert-butyl 4-[2-azido-1-(4-bromophenyl)ethyl]piperidinecarboxylate), 1-B, C([O-])([O-])=O.[K+].[K+] (Potassium carbonate), C(OCC[Si](C)(C)C)(OC1=CC=C(C=C1)[N+](=O)[O-])=O (2-(trimethylsilyl)ethyl p-nitrophenyl carbonate). Run at time 1 hour. Yields the product N(=[N+]=[N-])CC(C1=CC=C(C=C1)Br)C1CCN(CC1)C(=O)OCC[Si](C)(C)C (2-(trimethylsilyl)ethyl 4-[2-azido-1-(4-bromophenyl)ethyl]piperidinecarboxylate). Yield: 75.4%. As a reaction SMILES: Cl.O1CCOCC1.[N:8]([CH2:11][CH:12]([CH:20]1[CH2:25][CH2:24][N:23]([C:26]([O:28][C:29]([CH3:32])(C)C)=[O:27])[CH2:22][CH2:21]1)[C:13]1[CH:18]=[CH:17][C:16]([Br:19])=[CH:15][CH:14]=1)=[N+:9]=[N-:10].C(=O)([O-])[O-].[K+].[K+].C(=O)(OC1C=CC([N+]([O-])=O)=CC=1)OC[CH2:42][Si:43](C)([CH3:45])[CH3:44]>>[N:8]([CH2:11][CH:12]([CH:20]1[CH2:25][CH2:24][N:23]([C:26]([O:28][CH2:29][CH2:32][Si:43]([CH3:45])([CH3:44])[CH3:42])=[O:27])[CH2:22][CH2:21]1)[C:13]1[CH:18]=[CH:17][C:16]([Br:19])=[CH:15][CH:14]=1)=[N+:9]=[N-:10] |f:3.4.5|. Procedure details: Preparation 1-B: A solution of hydrogen chloride in 1,4-dioxane (4 M, 60 mL, 240 mmol) was added to tert-butyl 4-[2-azido-1-(4-bromophenyl)ethyl]piperidinecarboxylate 13 (2.5 g, 6.1 mmol). The reaction mixture was stirred at room temperature for 1 h. The solvent was evaporated under reduced pressure. The residue containing 4-[2-azido-1-(4-bromophenyl)ethyl]piperidine hydrochloride 14 was dissolved in a 50% v/v aqueous tetrahydrofuran solution (68 mL). Potassium carbonate (2.12 g, 15.3 mmol) and ...